From a dataset of the Open Reaction Database (ORD), a public repository of structured organic reaction records. describe an organic reaction: reactants, conditions, products, and yield Starting materials: OC=1C=C(C=CC1)C12OCC(CC1)(CC2)CCOCC(=O)OC(C)(C)C (tert-Butyl 2-(2-(1-(3-hydroxyphenyl)-2-oxabicyclo[2.2.2]octan-4-yl)ethoxy)acetate), CC1=CC=C(C=N1)B(O)O (6-methylpyridin-3-ylboronic acid). The product is CC1=CC=C(C=N1)OC=1C=C(C=CC1)C12OCC(CC1)(CC2)CCOCC(=O)O (2-(2-(1-(3-(6-methylpyridin-3-yloxy)phenyl)-2-oxabicyclo[2.2.2]octan-4-yl)ethoxy)acetic acid). Reaction SMILES: [OH:1][C:2]1[CH:3]=[C:4]([C:8]23[CH2:15][CH2:14][C:11]([CH2:16][CH2:17][O:18][CH2:19][C:20]([O:22]C(C)(C)C)=[O:21])([CH2:12][CH2:13]2)[CH2:10][O:9]3)[CH:5]=[CH:6][CH:7]=1.[CH3:27][C:28]1[N:33]=[CH:32][C:31](B(O)O)=[CH:30][CH:29]=1>>[CH3:27][C:28]1[N:33]=[CH:32][C:31]([O:1][C:2]2[CH:3]=[C:4]([C:8]34[CH2:15][CH2:14][C:11]([CH2:16][CH2:17][O:18][CH2:19][C:20]([OH:22])=[O:21])([CH2:12][CH2:13]3)[CH2:10][O:9]4)[CH:5]=[CH:6][CH:7]=2)=[CH:30][CH:29]=1. Procedure details: Example 115 was synthesized using the same 2-step protocol as for the syntheses of Examples 39-45 from intermediate phenol 7F, but with 6-methylpyridin-3-ylboronic acid. LCMS, [M−H]+=396.2. 1H NMR (500 MHz, DMSO-d6) δ=8.18 (br. s, 1H), 7.35-7.25 (m, 3H), 7.11 (d, J=7.3 Hz, 1H), 7.00 (br. s, 1H), 6.83 (d, J=7.6 Hz, 1H), 3.95 (s, 2H), 3.58-3.43 (m, 2H), 2.44 (s, 3H), 2.06-1.96 (m, 2H), 1.81-1.72 (m, 2H), 1.68-1.54 (m, 4H), 1.40-1.34 (m, 2H), 1.28-1.20 (m, 2H). Reagents/catalysts: CN(C1=CC=NC=C1)C (4-dimethylaminopyridine). The solvent is ClCCl (dichloromethane), ClCCl (dichloromethane). The product is C1(=CC=CC=C1)S(=O)(=O)NC(C1=CC=C(C=C1)I)=O (N-benzenesulfonyl-4-iodobenzoic acid amide). Yield: 40.4%. Conditions: time 18 hour. Procedure details: 5 g of 4-iodobenzoic acid is added to a solution of 3.3 g of benzenesulfonamide, 2.68 g of 4-dimethylaminopyridine and 4.04 g of 1-(3-dimethylaminopropyl)-3-ethylcarbodiimide in 100 ml of dichloromethane, and the suspension is stirred for 18 hours at room temperature. The reaction mixture is diluted with 400 ml of dichloromethane, washed in succession with 400 ml portions of 10% hydrochloric acid, water and saturated common salt solution, the organic phase is dried on sodium sulfate and concentr... Reactants: IC1=CC=C(C(=O)O)C=C1 (4-iodobenzoic acid), C1(=CC=CC=C1)S(=O)(=O)N (benzenesulfonamide), CN(CCCN=C=NCC)C (1-(3-dimethylaminopropyl)-3-ethylcarbodiimide). RXN SMILES: [I:1][C:2]1[CH:10]=[CH:9][C:5]([C:6]([OH:8])=O)=[CH:4][CH:3]=1.[C:11]1([S:17]([NH2:20])(=[O:19])=[O:18])[CH:16]=[CH:15][CH:14]=[CH:13][CH:12]=1.CN(C)CCCN=C=NCC>CN(C)C1C=CN=CC=1.ClCCl>[C:11]1([S:17]([NH:20][C:6](=[O:8])[C:5]2[CH:4]=[CH:3][C:2]([I:1])=[CH:10][CH:9]=2)(=[O:19])=[O:18])[CH:16]=[CH:15][CH:14]=[CH:13][CH:12]=1. Starting materials: CCOC(=O)C(Cc1ccc(OCC(=O)N(Cc2ccc(CC)cc2)Cc2ccc(F)cc2F)cc1)OCC, CC#N, Cl, [Li+], [OH-]. The product is CCOC(Cc1ccc(OCC(=O)N(Cc2ccc(CC)cc2)Cc2ccc(F)cc2F)cc1)C(=O)O. As a reaction SMILES: [CH2:1]([CH3:2])[O:3][C:4]([CH:5]([CH2:6][c:7]1[cH:8][cH:9][c:10]([O:13][CH2:14][C:15](=[O:16])[N:17]([CH2:18][c:19]2[cH:20][cH:21][c:22]([CH2:25][CH3:26])[cH:23][cH:24]2)[CH2:27][c:28]2[c:29]([F:35])[cH:30][c:31]([F:34])[cH:32][cH:33]2)[cH:11][cH:12]1)[O:36][CH2:37][CH3:38])=[O:39].[CH3:43][C:44]#[N:45].[ClH:42].[Li+:41].[OH-:40]>>[O:3]=[C:4]([CH:5]([CH2:6][c:7]1[cH:8][cH:9][c:10]([O:13][CH2:14][C:15](=[O:16])[N:17]([CH2:18][c:19]2[cH:20][cH:21][c:22]([CH2:25][CH3:26])[cH:23][cH:24]2)[CH2:27][c:28]2[c:29]([F:35])[cH:30][c:31]([F:34])[cH:32][cH:33]2)[cH:11][cH:12]1)[O:36][CH2:37][CH3:38])[OH:39]. Starting materials: FC=1C=C2CCC(CC2=C(C1)F)=O (6,8-difluoro-3,4-dihydro-1H-naphthalen-2-one), Cl.NC(C(=O)NC=1SC(=NN1)C(CC=C)(C)C)CC (2-amino-N-[5-(1,1-dimethyl-but-3-enyl)-[1,3,4]thiadiazol-2-yl]-butyramide HCl), C(C)(=O)O (acetic acid), S(=O)(=O)([O-])[O-].[Na+].[Na+] (sodium sulfate), C(C)(=O)O[BH-](OC(C)=O)OC(C)=O.[Na+] (sodium triacetoxy borohydride). Run in C(Cl)Cl (methylene chloride), CCN(CC)CC (NEt3), O (water), C([O-])(O)=O.[Na+] (sodium bicarbonate). Run at time 1 hour. Product: FC=1C=C2CCC(CC2=C(C1)F)N[C@H](C(=O)NC=1SC(=NN1)C(CC=C)(C)C)CC (2-(S)-(6,8-Difluoro-1,2,3,4-tetrahydro-naphthalen-2-ylamino)-N-[5-(1,1-dimethyl-but-3-enyl)-[1,3,4]thiadiazol-2-yl]-butyramide). RXN SMILES: [F:1][C:2]1[CH:3]=[C:4]2[C:9](=[C:10]([F:12])[CH:11]=1)[CH2:8][C:7](=O)[CH2:6][CH2:5]2.Cl.[NH2:15][CH:16]([CH2:31][CH3:32])[C:17]([NH:19][C:20]1[S:21][C:22]([C:25]([CH3:30])([CH3:29])[CH2:26][CH:27]=[CH2:28])=[N:23][N:24]=1)=[O:18].C(O)(=O)C.S([O-])([O-])(=O)=O.[Na+].[Na+].C(O[BH-](OC(=O)C)OC(=O)C)(=O)C.[Na+]>C(Cl)Cl.O.C(=O)(O)[O-].[Na+].CCN(CC)CC>[F:1][C:2]1[CH:3]=[C:4]2[C:9](=[C:10]([F:12])[CH:11]=1)[CH2:8][CH:7]([NH:15][C@@H:16]([CH2:31][CH3:32])[C:17]([NH:19][C:20]1[S:21][C:22]([C:25]([CH3:30])([CH3:29])[CH2:26][CH:27]=[CH2:28])=[N:23][N:24]=1)=[O:18])[CH2:6][CH2:5]2 |f:1.2,4.5.6,7.8,11.12|. Procedure details: A mixture of 6,8-difluoro-3,4-dihydro-1H-naphthalen-2-one (182 mg, 1 mmol), 2-amino-N-[5-(1,1-dimethyl-but-3-enyl)-[1,3,4]thiadiazol-2-yl]-butyramide HCl (305 mg, 1.0 mmol), NEt3 (0.14 ml), acetic acid (0.27 ml, 4 mmol), sodium sulfate in methylene chloride was stirred at room temperature for 1 hr. 95% pure sodium triacetoxy borohydride (424 mg, 2.0 mmol) was added and the mixture was stirred at rt overnight. The mixture was diluted with dilute water, saturated sodium bicarbonate to pH 7-7.5 and... Starting materials: CN(C)CCN(C)C (TMEDA), II (iodine), COCOC1=C2C(N(C(C2=CC=C1C)=O)C(C)(C1=CC=CC=C1)C)O (4-methoxymethoxy-5-methyl-3-hydroxy-2-(1-methyl-1-phenylethyl)isoindolinone). Solvent: C1CCOC1 (THF). Product: COCOC1=C2C(N(C(C2=C(C=C1C)I)=O)C(C)(C1=CC=CC=C1)C)O (4-methoxymethoxy-5-methyl-3-hydroxy-7-iodo-2-(1-methyl-1-phenylethyl)isoindolinone). The yield is 59.7%. As a reaction SMILES: [CH3:1][O:2][CH2:3][O:4][C:5]1[C:13]([CH3:14])=[CH:12][CH:11]=[C:10]2[C:6]=1[CH:7]([OH:25])[N:8]([C:16]([CH3:24])([C:18]1[CH:23]=[CH:22][CH:21]=[CH:20][CH:19]=1)[CH3:17])[C:9]2=[O:15].CN(CCN(C)C)C.[I:34]I>C1COCC1>[CH3:1][O:2][CH2:3][O:4][C:5]1[C:13]([CH3:14])=[CH:12][C:11]([I:34])=[C:10]2[C:6]=1[CH:7]([OH:25])[N:8]([C:16]([CH3:17])([C:18]1[CH:19]=[CH:20][CH:21]=[CH:22][CH:23]=1)[CH3:24])[C:9]2=[O:15]. Procedure: In a similar manner to Step 3 of Example 16, 4-methoxymethoxy-5-methyl-3-hydroxy-2-(1-methyl-1-phenylethyl)isoindolinone (2.94 g, 8.61 mmol) was dissolved in THF (110 mL), and the solution was treated with TMEDA (4.20 mL, 27.8 mmol), sec-butyl lithium-hexane solution (0.95 mol/L, 29.0 mL, 27.6 mmol) and iodine (2.62 g, 10.3 mmol), followed by purification by flash column chromatography (hexane/ethyl acetate=4/1 to 7/3 to 6/4). The obtained solid was purified by slurry using hexane to obtain 4-me...